From a dataset of the Open Reaction Database (ORD), a public repository of structured organic reaction records. describe an organic reaction: reactants, conditions, products, and yield The reactants are CCOC(=O)COc1cccc2c1ccc(=O)n2CCN1CCC(N(Cc2ccc3c(c2)OCCO3)C(=O)OC(C)(C)C)CC1, CO, Cl, [Na+], [OH-], O. Product: CC(C)(C)OC(=O)N(Cc1ccc2c(c1)OCCO2)C1CCN(CCn2c(=O)ccc3c(OCC(=O)O)cccc32)CC1. As a reaction SMILES: [C:3]([CH3:4])([CH3:5])([CH3:6])[O:7][C:8](=[O:9])[N:10]([CH:11]1[CH2:12][CH2:13][N:14]([CH2:17][CH2:18][n:19]2[c:20](=[O:36])[cH:21][cH:22][c:23]3[c:24]([O:29][CH2:30][C:31](=[O:32])[O:33][CH2:34][CH3:35])[cH:25][cH:26][cH:27][c:28]23)[CH2:15][CH2:16]1)[CH2:37][c:38]1[cH:39][c:40]2[c:41]([cH:46][cH:47]1)[O:42][CH2:43][CH2:44][O:45]2.[CH3:1][OH:2].[ClH:50].[Na+:49].[OH-:48].[OH2:51]>>[C:3]([CH3:4])([CH3:5])([CH3:6])[O:7][C:8](=[O:9])[N:10]([CH:11]1[CH2:12][CH2:13][N:14]([CH2:17][CH2:18][n:19]2[c:20](=[O:36])[cH:21][cH:22][c:23]3[c:24]([O:29][CH2:30][C:31](=[O:32])[OH:33])[cH:25][cH:26][cH:27][c:28]23)[CH2:15][CH2:16]1)[CH2:37][c:38]1[cH:39][c:40]2[c:41]([cH:46][cH:47]1)[O:42][CH2:43][CH2:44][O:45]2.